This data is from the Open Reaction Database (ORD), a public repository of structured organic reaction records. The task is: describe an organic reaction: reactants, conditions, products, and yield Reactants: O=Cc1cccc(Cl)c1, O=S(=O)(NC1CNc2ccccc2C1)c1ccccc1. Product: O=S(=O)(NC1Cc2ccccc2N(Cc2cccc(Cl)c2)C1)c1ccccc1. Reaction SMILES: [Cl:21][c:22]1[cH:23][c:24]([CH:25]=[O:26])[cH:27][cH:28][cH:29]1.[NH:1]1[CH2:2][CH:3]([NH:11][S:12](=[O:13])(=[O:14])[c:15]2[cH:16][cH:17][cH:18][cH:19][cH:20]2)[CH2:4][c:5]2[cH:6][cH:7][cH:8][cH:9][c:10]21>>[N:1]1([CH2:25][c:24]2[cH:23][c:22]([Cl:21])[cH:29][cH:28][cH:27]2)[CH2:2][CH:3]([NH:11][S:12](=[O:13])(=[O:14])[c:15]2[cH:16][cH:17][cH:18][cH:19][cH:20]2)[CH2:4][c:5]2[cH:6][cH:7][cH:8][cH:9][c:10]21. Starting materials: C(=O)([O-])[O-].[Na+].[Na+] (Na2CO3), C1=CC(=CC(=C1)Cl)C(=O)OO (MCPBA), ice, ClC1=C(C=CC=C1)CC=C (2-chloro-1-allylbenzene). Run in C(Cl)Cl (CH2Cl2), C(Cl)Cl (CH2Cl2). Conditions: time 16 hour. Yields the product ClC1=C(C=CC=C1)CC1CO1 (2-Chloro-1-(2,3-epoxypropyl)benzene). The yield is 95.2%. As a reaction SMILES: C1C=C(Cl)C=C(C(OO)=[O:9])C=1.[Cl:12][C:13]1[CH:18]=[CH:17][CH:16]=[CH:15][C:14]=1[CH2:19][CH:20]=[CH2:21].C([O-])([O-])=O.[Na+].[Na+]>C(Cl)Cl>[Cl:12][C:13]1[CH:18]=[CH:17][CH:16]=[CH:15][C:14]=1[CH2:19][CH:20]1[O:9][CH2:21]1 |f:2.3.4|. Reported procedure: MCPBA (826 mg, 3.83 mmol) was added portionwise to an ice-cold solution of 2-chloro-1-allylbenzene (487 mg, 3.19 mmol) in CH2Cl2 (20 mL). The mixture was stirred at room temperature for 16 h. Aqueous 10% Na2CO3 solution (10 mL) and CH2Cl2 (100 mL) were added. The solution was successively washed with aqueous 10% Na2S2O3 (2×40 mL) and brine (40 mL), dried (MgSO4), filtered and concentrated under reduced pressure. The residue was purified by flash chromatography (hexane:EtOAc, 8:2) to give the tit... The reactants are C(C1=CC=CC=C1)O (benzyl alcohol), [H-].[Na+] (sodium hydride), BrC1=CC(=CC(=C1)F)F (1-bromo-3,5-difluorobenzene), O (Water). The solvent is C1CCOC1 (THF), C1CCOC1 (THF). Conditions: time 1 hour. Product: C(C1=CC=CC=C1)OC1=CC(=CC(=C1)F)Br (1-(benzyloxy)-3-bromo-5-fluorobenzene). Isolated yield 137.3%. RXN SMILES: [CH2:1]([OH:8])[C:2]1[CH:7]=[CH:6][CH:5]=[CH:4][CH:3]=1.[H-].[Na+].[Br:11][C:12]1[CH:17]=[C:16]([F:18])[CH:15]=[C:14](F)[CH:13]=1.O>C1COCC1>[CH2:1]([O:8][C:14]1[CH:15]=[C:16]([F:18])[CH:17]=[C:12]([Br:11])[CH:13]=1)[C:2]1[CH:7]=[CH:6][CH:5]=[CH:4][CH:3]=1 |f:1.2|. Procedure: To a solution of benzyl alcohol (1.10 g) in THF (90 mL) was added 60% sodium hydride (2.50 g) at 0° C., and the mixture was stirred for 1 hr. A solution of 1-bromo-3,5-difluorobenzene (1.00 g) in THF (10 mL) was added dropwise to the reaction mixture at 0° C. over 1 hr, and the mixture was stirred for 15 hr. Water was added to the reaction mixture, and the mixture was extracted with ethyl acetate. The extract was washed with saturated brine, and dried over anhydrous sodium sulfate. The solvent w... Starting materials: C(C1=CC=CC=C1)(C1=CC=CC=C1)N1CC(C1)OC(C1=C(C=CC=C1)C(F)(F)F)C1=CC=C(C=C1)OC (1-benzhydryl-3-[2-(trifluoromethyl)-4′-methoxybenz-hydryloxy]azetidine), Cl.ClC1=C(C(C2=CC=C(C=C2)Cl)OC2CNC2)C=CC=C1 (3-(2,4′-dichlorobenzhydryloxy)azetidine hydrochloride). The product is hydrochloride salt, FC(C1=C(C(C2=CC=C(C=C2)OC)OC2CNC2)C=CC=C1)(F)F (3-[2-(trifluoromethyl)-4′-methoxybenzhydryloxy]azetidine). Yield: 28.9%. RXN SMILES: C([N:14]1[CH2:17][CH:16]([O:18][CH:19]([C:30]2[CH:35]=[CH:34][C:33]([O:36][CH3:37])=[CH:32][CH:31]=2)[C:20]2[CH:25]=[CH:24][CH:23]=[CH:22][C:21]=2[C:26]([F:29])([F:28])[F:27])[CH2:15]1)(C1C=CC=CC=1)C1C=CC=CC=1.Cl.ClC1C=CC=CC=1C(OC1CNC1)C1C=CC(Cl)=CC=1>>[F:29][C:26]([F:27])([F:28])[C:21]1[CH:22]=[CH:23][CH:24]=[CH:25][C:20]=1[CH:19]([O:18][CH:16]1[CH2:17][NH:14][CH2:15]1)[C:30]1[CH:35]=[CH:34][C:33]([O:36][CH3:37])=[CH:32][CH:31]=1 |f:1.2|. Procedure: The corresponding hydrochloride salt was prepared from 1-benzhydryl-3-[2-(trifluoromethyl)-4′-methoxybenzyloxy]azetidine (156) (7.5 mmol) using the procedure described for compound (9). Due to the presence of impurities, the salt was partitioned between aqueous base and an organic solvent, the organic phase dried (MgSO4) and evaporated to afford the desired product as a colourless oil (730 mg, 29%). Reactants: C1(=CC=CC=C1)C1=NN=C(O1)C1CCN(CC1)CC(=O)O ([4-(5-phenyl-[1,3,4]oxadiazol-2-yl)-piperidin-1-yl]-acetic acid), COCCNCC=1NC(C2=C(N1)CCOC2)=O (2-[(2-methoxy-ethylamino)-methyl]-3,5,7,8-tetrahydro-pyrano[4,3-d]pyrimidin-4-one), C(C)#N (acetonitrile). Yields the product C(C1=CC=CC=C1)(=O)C1CCN(CC1)CC(=O)N(CC=1NC(C2=C(N1)CCOC2)=O)CCOC (2-(4-Benzoyl-piperidin-1-yl)-N-(2-methoxy-ethyl)-N-(4-oxo-3,5,7,8-tetrahydro-4H-pyrano[4,3-d]pyrimidin-2-ylmethyl)-acetamide). Reaction SMILES: C1(C2[O:11][C:10]([CH:12]3[CH2:17][CH2:16][N:15]([CH2:18][C:19]([OH:21])=O)[CH2:14][CH2:13]3)=NN=2)C=CC=CC=1.[CH3:22][O:23][CH2:24][CH2:25][NH:26][CH2:27][C:28]1[NH:29][C:30](=[O:38])[C:31]2[CH2:37][O:36][CH2:35][CH2:34][C:32]=2[N:33]=1.[C:39](#N)[CH3:40]>>[C:10]([CH:12]1[CH2:13][CH2:14][N:15]([CH2:18][C:19]([N:26]([CH2:25][CH2:24][O:23][CH3:22])[CH2:27][C:28]2[NH:29][C:30](=[O:38])[C:31]3[CH2:37][O:36][CH2:35][CH2:34][C:32]=3[N:33]=2)=[O:21])[CH2:16][CH2:17]1)(=[O:11])[C:40]1[CH:39]=[CH:14][CH:13]=[CH:12][CH:10]=1. Procedure: The title compound (16.7 mg, 0.033 mmol) was prepared following the general procedure of Example 1 from [4-(5-phenyl-[1,3,4]oxadiazol-2-yl)-piperidin-1-yl]-acetic acid (75 mg, 0.196 mmol, 1 eq) and 2-[(2-methoxy-ethylamino)-methyl]-3,5,7,8-tetrahydro-pyrano[4,3-d]pyrimidin-4-one (54.0 mg, 0.196 mmol, 1.0 eq). 1H NMR (400 MHz, chloroform-d) δ ppm 7.84-8.11 (m, 2H) 7.36-7.51 (m, 3H) 4.34-4.55 (m, 4H) 3.77-3.96 (m, 2H) 3.59-3.77 (m, 1H) 3.44-3.58 (m, 3H) 3.17-3.34 (m, 4H) 2.95 (dd, J=15.66, 12.13 H... Reactants: Cl.C(C1=CC=CC=C1)ON1C(C2(CC1=O)CCN(CC2)C)=O (2-benzyloxy-8-methyl-2,8-diazaspiro[4,5]decane-1,3-dione hydrochloride), [H][H] (hydrogen). The reagents and catalysts are [Pd] (palladium). Run in CO.O (methanol water). Product: Cl.ON1C(C2(CC1=O)CCN(CC2)C)=O (2-Hydroxy-8-methyl-2,8-diazaspiro[4,5]decane-1,3-dione hydrochloride). Yield: 93.0%. Reaction SMILES: [ClH:1].C([O:9][N:10]1[C:14](=[O:15])[CH2:13][C:12]2([CH2:20][CH2:19][N:18]([CH3:21])[CH2:17][CH2:16]2)[C:11]1=[O:22])C1C=CC=CC=1.[H][H]>CO.O.[Pd]>[ClH:1].[OH:9][N:10]1[C:14](=[O:15])[CH2:13][C:12]2([CH2:16][CH2:17][N:18]([CH3:21])[CH2:19][CH2:20]2)[C:11]1=[O:22] |f:0.1,3.4,6.7|. Reported procedure: The compound No. 1 (2-benzyloxy-8-methyl-2,8-diazaspiro[4,5]decane-1,3-dione hydrochloride (6.4 g), listed in Table 1 in Example 4) was dissolved in 50 ml of methanol-water (1 to 1, v/v), and this was followed by catalytic hydrogen reduction for about 1 hour in the presence of palladium catalyst. The resulting solid was recrystallized from ethanol to obtain 4.3 g of a colorless crystal having a melting point of from 284° to 286° C.